From a dataset of the Open Reaction Database (ORD), a public repository of structured organic reaction records. describe an organic reaction: reactants, conditions, products, and yield Starting materials: CC1=NNC(=C1CC1=C(C2=C(C(=NN(C2=O)C)CC)S1)C(=O)N1OC[C@H](C1)O)C (2-[(3,5-Dimethyl-1H-pyrazol-4-yl)methyl]-7-ethyl-3-[[(4S)-4-hydroxy-2-isoxazolidinyl]carbonyl]-5-methyl-thieno[2,3-d]pyridazin-4(5H)-one), FC(C(=O)O)(F)F (trifluoroacetic acid). The product is CC1=NNC(=C1CC1=C(C2=C(C(=NN(C2=O)C)CC)S1)C(=O)O)C (2-[(3,5-Dimethyl-1H-pyrazol-4-yl)methyl]-7-ethyl-4,5-dihydro-5-methyl-4-oxo-thieno[2,3-d]pyridazine-3-carboxylic acid). RXN SMILES: [CH3:1][C:2]1[C:6]([CH2:7][C:8]2[S:20][C:11]3[C:12]([CH2:18][CH3:19])=[N:13][N:14]([CH3:17])[C:15](=[O:16])[C:10]=3[C:9]=2[C:21](N2C[C@H](O)CO2)=[O:22])=[C:5]([CH3:29])[NH:4][N:3]=1.FC(F)(F)C(O)=[O:33]>>[CH3:29][C:5]1[C:6]([CH2:7][C:8]2[S:20][C:11]3[C:12]([CH2:18][CH3:19])=[N:13][N:14]([CH3:17])[C:15](=[O:16])[C:10]=3[C:9]=2[C:21]([OH:22])=[O:33])=[C:2]([CH3:1])[NH:3][N:4]=1. Reported procedure: Prepared from the product of example 3, part g) (1.0 g) in trifluoroacetic acid (10 ml) under reflux for 20 hrs. The resulting mixture was evaporated under reduced pressure, azeotroping with dichloromethane (×3). The residue was triturated with water and then with ether, and the solid was collected and dried to give the subtitle compound as a solid (580 mg). Reactants: C(C=C)ON=C1C[C@H](N(C1)C(=O)OC(C)(C)C)C(=O)O ((2S,4EZ)-4-[(allyloxy)-imino]-1-(tert-butoxycarbonyl)-2-pyrrolidinecarboxylic acid), C(#N)C1=CC=C(C(=O)Cl)C=C1 (4-cyanobenzoyl chloride), N1(C=CC=C1)C1=C(C=CC=C1)N (2-(1H-pyrrol-1-yl)phenylamine). The product is C(C=C)ON=C1C[C@H](N(C1)C(C1=CC=C(C=C1)C#N)=O)C(=O)NC1=C(C=CC=C1)N1C=CC=C1 ((2S,4EZ)-4[(allyloxy)imino]-1-(4-cyanobenzoyl)-N-[2-(1H-pyrrol-1-yl)phenyl]-2-pyrrolidinecarboxamide). As a reaction SMILES: [CH2:1]([O:4][N:5]=[C:6]1[CH2:10][N:9]([C:11]([O:13]C(C)(C)C)=O)[C@H:8]([C:18]([OH:20])=O)[CH2:7]1)[CH:2]=[CH2:3].[C:21]([C:23]1[CH:31]=[CH:30][C:26](C(Cl)=O)=[CH:25][CH:24]=1)#[N:22].[N:32]1([C:37]2[CH:42]=[CH:41][CH:40]=[CH:39][C:38]=2[NH2:43])[CH:36]=[CH:35][CH:34]=[CH:33]1>>[CH2:1]([O:4][N:5]=[C:6]1[CH2:10][N:9]([C:11](=[O:13])[C:26]2[CH:25]=[CH:24][C:23]([C:21]#[N:22])=[CH:31][CH:30]=2)[C@H:8]([C:18]([NH:43][C:38]2[CH:39]=[CH:40][CH:41]=[CH:42][C:37]=2[N:32]2[CH:36]=[CH:35][CH:34]=[CH:33]2)=[O:20])[CH2:7]1)[CH:2]=[CH2:3]. Procedure: Following the general method as outlined in Example 22, starting from (2S,4EZ)-4-[(allyloxy)-imino]-1-(tert-butoxycarbonyl)-2-pyrrolidinecarboxylic acid, 4-cyanobenzoyl chloride, and 2-(1H-pyrrol-1-yl)phenylamine the title compound was obtained in 51% purity by LC/MS. MS(ESI+): m/z=454.4.